This data is from the Open Reaction Database (ORD), a public repository of structured organic reaction records. The task is: describe an organic reaction: reactants, conditions, products, and yield Starting materials: NCCC[Si](OCC)(OCC)OCC (3-Aminopropyltriethoxysilane), C(C)(=O)O (acetic acid). Solvent: O (water). Reaction conditions: time 24 hour. Product: C(C)O[SiH](OCC)OCC (triethoxysilane). Reaction SMILES: NCCC[Si:5]([O:12][CH2:13][CH3:14])([O:9][CH2:10][CH3:11])[O:6][CH2:7][CH3:8].C(O)(=O)C>O>[CH2:7]([O:6][SiH:5]([O:12][CH2:13][CH3:14])[O:9][CH2:10][CH3:11])[CH3:8]. Procedure: 3-Aminopropyltriethoxysilane (1 ml) and 1.8 ml of 0.1% acetic acid were made up to 10 ml with water and added to 0.4 g sedimented yeast cells, which had been produced as described in Example 1. The mixture was stirred at room temperature for 24 hours and the cells were then separated and washed thoroughly with water. A 1% suspension of the treated cells in PBS, containing 5% glutaraldehyde was added to 2.5 mg of horseradish peroxidase in 2.5 ml PBS and kept at 21° C. for one hour. The cells were... Reactants: C(O)([O-])=O.[Na+] (sodium hydrogencarbonate), COC1=CC(=C(C=C1OC)N1CCNCC1)C1CC(CC(C1)(C)C)(C)C (1-[4,5-dimethoxy-2-(3,3,5,5-tetramethylcyclohexyl)phenyl]piperazine), C(C(C)C)=O (isobutyraldehyde), C(C)(=O)O[BH-](OC(C)=O)OC(C)=O.[Na+] (sodium triacetoxyborohydride), C(C)(=O)O (acetic acid). The solvent is O1CCCC1 (tetrahydrofuran), C(C)(=O)OCC (ethyl acetate). Run at time 60 minute. Yields the product COC1=CC(=C(C=C1OC)N1CCN(CC1)CC(C)C)C1CC(CC(C1)(C)C)(C)C (1-[4,5-dimethoxy-2-(3,3,5,5-tetramethylcyclohexyl)phenyl]-4-isobutylpiperazine). Reaction SMILES: [CH3:1][O:2][C:3]1[C:8]([O:9][CH3:10])=[CH:7][C:6]([N:11]2[CH2:16][CH2:15][NH:14][CH2:13][CH2:12]2)=[C:5]([CH:17]2[CH2:22][C:21]([CH3:24])([CH3:23])[CH2:20][C:19]([CH3:26])([CH3:25])[CH2:18]2)[CH:4]=1.[CH:27](=O)[CH:28]([CH3:30])[CH3:29].C(O[BH-](OC(=O)C)OC(=O)C)(=O)C.[Na+].C(O)(=O)C.C(=O)([O-])O.[Na+]>O1CCCC1.C(OCC)(=O)C>[CH3:1][O:2][C:3]1[C:8]([O:9][CH3:10])=[CH:7][C:6]([N:11]2[CH2:12][CH2:13][N:14]([CH2:27][CH:28]([CH3:30])[CH3:29])[CH2:15][CH2:16]2)=[C:5]([CH:17]2[CH2:22][C:21]([CH3:24])([CH3:23])[CH2:20][C:19]([CH3:26])([CH3:25])[CH2:18]2)[CH:4]=1 |f:2.3,5.6|. Reported procedure: To a solution of the 1-[4,5-dimethoxy-2-(3,3,5,5-tetramethylcyclohexyl)phenyl]piperazine (10 mg, 0.028 mmol) produced in Example (87d) in tetrahydrofuran (1 mL) were added isobutyraldehyde (3.0 mg, 0.042 mmol), sodium triacetoxyborohydride (12 mg, 0.057 mmol) and acetic acid (1.7 mg, 0.028 mmol) in that order, followed by stirring for 60 minutes at room temperature. Saturated aqueous solution of sodium hydrogencarbonate was added to the reaction mixture, extraction was performed with ethyl aceta... Starting materials: C1CCOC1, CO, COC(=O)Cc1cccc([N+](=O)[O-])c1, O. Yields the product O=[N+]([O-])c1cccc(CCO)c1. Reaction SMILES: [CH2:18]1[O:19][CH2:20][CH2:21][CH2:22]1.[CH3:15][OH:16].[N+:1](=[O:2])([O-:3])[c:4]1[cH:5][c:6]([CH2:10][C:11](=[O:12])[O:13][CH3:14])[cH:7][cH:8][cH:9]1.[OH2:17]>>[N+:1](=[O:2])([O-:3])[c:4]1[cH:5][c:6]([CH2:10][CH2:11][OH:12])[cH:7][cH:8][cH:9]1. Solvent: C(C)O (ethanol), C(C)O (ethanol). Reported procedure: To a suspension of 0.0075 mole of 2-nitro-5-(2-propenylsulfinyl)aniline in 75 ml of absolute ethanol under N2 there is added a solution of 4.9 g of Na2S2O4, 4.9 ml of concentrated NH3 and 30 ml of water. The mixture is refluxed for 15 minutes and an additional 0.4 g of Na2S2O4 is added. After 15 minutes of reflux the ethanol is evaporated. The aqueous residue is made basic (pH 12) and extracted with dichloromethane. The combined, dried extracts are evaporated and the resulting oily residue is us... As a reaction SMILES: [N+:1]([C:4]1[CH:10]=[CH:9][C:8]([S:11]([CH2:13][CH:14]=[CH2:15])=[O:12])=[CH:7][C:5]=1[NH2:6])([O-])=O.[O-]S(S([O-])=O)=O.[Na+].[Na+].N.O>C(O)C>[CH2:13]([S:11]([C:8]1[CH:9]=[CH:10][C:4]([NH2:1])=[C:5]([NH2:6])[CH:7]=1)=[O:12])[CH:14]=[CH2:15] |f:1.2.3|. The reactants are [O-]S(=O)S(=O)[O-].[Na+].[Na+] (Na2S2O4), N (NH3), O (water), [O-]S(=O)S(=O)[O-].[Na+].[Na+] (Na2S2O4), [N+](=O)([O-])C1=C(N)C=C(C=C1)S(=O)CC=C (2-nitro-5-(2-propenylsulfinyl)aniline). Yields the product C(C=C)S(=O)C=1C=CC(=C(C1)N)N (5-(2-Propenylsulfinyl)-o-phenylenediamine). Starting materials: C1(=CC=CC=C1)C1=CC=C(C(=O)NCCCCN2CC3=CC(=CC=C3CC2)OS(=O)(=O)C(F)(F)F)C=C1 (2-(4-(4-Phenylbenzoylamino)butyl)-7-trifluoromethylsulfonyloxy-1,2,3,4-tetrahydroisoquinoline), C(C)OC(=C)[Sn](CCCC)(CCCC)CCCC ((1-ethoxyvinyl)tributyltin), [Cl-].[Li+] (lithium chloride), tetrakis-(triphenylphosphine)palladium (0), C([O-])([O-])=O.[K+].[K+] (potassium carbonate). Isolated yield 50.8%. Run at time 0.5 hour. The solvent is O1CCOCC1 (1,4-dioxane), O (water). Reagents/catalysts: Cl (hydrogen chloride). Product: C(C)(=O)C1=CC=C2CCN(CC2=C1)CCCCNC(C1=CC=C(C=C1)C1=CC=CC=C1)=O (7-Acetyl-2-(4-(4-phenylbenzoylamino)butyl)-1,2,3,4-tetrahydroisoquinoline). RXN SMILES: [C:1]1([C:7]2[CH:37]=[CH:36][C:10]([C:11]([NH:13][CH2:14][CH2:15][CH2:16][CH2:17][N:18]3[CH2:27][CH2:26][C:25]4[C:20](=[CH:21][C:22](OS(C(F)(F)F)(=O)=O)=[CH:23][CH:24]=4)[CH2:19]3)=[O:12])=[CH:9][CH:8]=2)[CH:6]=[CH:5][CH:4]=[CH:3][CH:2]=1.[CH2:38]([O:40]C([Sn](CCCC)(CCCC)CCCC)=C)[CH3:39].[Cl-].[Li+].C(=O)([O-])[O-].[K+].[K+]>O1CCOCC1.Cl.O>[C:38]([C:22]1[CH:21]=[C:20]2[C:25]([CH2:26][CH2:27][N:18]([CH2:17][CH2:16][CH2:15][CH2:14][NH:13][C:11](=[O:12])[C:10]3[CH:9]=[CH:8][C:7]([C:1]4[CH:6]=[CH:5][CH:4]=[CH:3][CH:2]=4)=[CH:37][CH:36]=3)[CH2:19]2)=[CH:24][CH:23]=1)(=[O:40])[CH3:39] |f:2.3,4.5.6|. Reported procedure: 2-(4-(4-Phenylbenzoylamino)butyl)-7-trifluoromethylsulfonyloxy-1,2,3,4-tetrahydroisoquinoline (0.515 g, 0.97 mmol), (1-ethoxyvinyl)tributyltin (0.420 g, 1.16 mmol), lithium chloride (0.121 g, 2.85 mmol) and tetrakis-(triphenylphosphine)palladium (0) (0.057 g, 0.05 mmol) in 1,4-dioxane (15 ml) were heated at reflux under argon for 16 h. The cooled reaction mixture was treated with water (2.0 ml) and aqueous 5N hydrogen chloride (4 drops), then stirred at room temperature for 0.5 h. The resulting ... Reactants: Brc1cncc(Br)c1, COC(=O)CS, [H-], [Na+], CN(C)C=O. Yields the product COC(=O)CSc1cncc(Br)c1. Reaction SMILES: [Br:9][c:10]1[cH:11][n:12][cH:13][c:14]([Br:15])[cH:16]1.[CH3:3][O:4][C:5]([CH2:6][SH:7])=[O:8].[H-:1].[Na+:2].[O:17]=[CH:18][N:19]([CH3:20])[CH3:21]>>[CH3:3][O:4][C:5]([CH2:6][S:7][c:14]1[cH:13][n:12][cH:11][c:10]([Br:9])[cH:16]1)=[O:8]. The reactants are N1=CC(=CC=C1)C=CC(=O)O (3-(3-pyridyl)-acrylic acid), C(C(=O)Cl)(=O)Cl (oxalyl chloride), O=C1N(C(C2=C3C(C=CC=C13)=CC=C2)=O)CCN (2-(1,3-dioxo-1H, 3H-benzo[de]isoquinolin-2-yl)-ethylamine). The product is O=C1N(C(C2=C3C(C=CC=C13)=CC=C2)=O)CCNC(C=CC=2C=NC=CC2)=O (N-[2-(1,3-dioxo-1H, 3H-benzo [de]isoquinolin-2-yl)-ethyl]-3-pyridin-3-yl-acrylamide). RXN SMILES: [N:1]1[CH:6]=[CH:5][CH:4]=[C:3]([CH:7]=[CH:8][C:9]([OH:11])=O)[CH:2]=1.C(Cl)(=O)C(Cl)=O.[O:18]=[C:19]1[C:28]2[C:23]3[C:24](=[CH:29][CH:30]=[CH:31][C:22]=3[C:21](=[O:32])[N:20]1[CH2:33][CH2:34][NH2:35])[CH:25]=[CH:26][CH:27]=2>>[O:18]=[C:19]1[C:28]2[C:23]3[C:24](=[CH:29][CH:30]=[CH:31][C:22]=3[C:21](=[O:32])[N:20]1[CH2:33][CH2:34][NH:35][C:9](=[O:11])[CH:8]=[CH:7][C:3]1[CH:2]=[N:1][CH:6]=[CH:5][CH:4]=1)[CH:25]=[CH:26][CH:27]=2. Procedure details: Batch size: 7.5 g (50.4 mmol) 3-(3-pyridyl)-acrylic acid, 17.4 g (137.4 mmol) oxalyl chloride and 11.0 g (45.8 mmol) 2-(1,3-dioxo-1H, 3H-benzo[de]isoquinolin-2-yl)-ethylamine.